Dataset: the Open Reaction Database (ORD), a public repository of structured organic reaction records. Task: describe an organic reaction: reactants, conditions, products, and yield Reactants: COC(CC1=CC(=CC=C1)C1=C2CC(NC2=CC=C1)=O)=O ([3-(2-oxo-2,3-dihydro-1H-indol-4-yl)-phenyl]-acetic acid methyl ester), [BH4-].[Na+] (NaBH4), [Cl-].[Cl-].[Ca+2] (CaCl2). Solvent: C1CCOC1 (THF), O.CO (H2O MeOH). Conditions: time 8 hour. The product is OCCC=1C=C(C=CC1)C1=C2CC(NC2=CC=C1)=O (4-[3-(2-hydroxy-ethyl)-phenyl]-1,3-dihydro-indol-2-one). The yield is 94.8%. RXN SMILES: [BH4-].[Na+].C[O:4][C:5](=O)[CH2:6][C:7]1[CH:12]=[CH:11][CH:10]=[C:9]([C:13]2[CH:21]=[CH:20][CH:19]=[C:18]3[C:14]=2[CH2:15][C:16](=[O:22])[NH:17]3)[CH:8]=1.[Cl-].[Cl-].[Ca+2]>O.CO.C1COCC1>[OH:4][CH2:5][CH2:6][C:7]1[CH:8]=[C:9]([C:13]2[CH:21]=[CH:20][CH:19]=[C:18]3[C:14]=2[CH2:15][C:16](=[O:22])[NH:17]3)[CH:10]=[CH:11][CH:12]=1 |f:0.1,3.4.5,6.7|. Reported procedure: To a suspension of NaBH4 (600 mg, 16 mmol) in 15% H2O/MeOH (6 mL) under nitrogen at rt was added dropwise a solution of [3-(2-oxo-2,3-dihydro-1H-indol-4-yl)-phenyl]-acetic acid methyl ester (450 mg, 1.6 mmol) in THF (3 mL). After stirring at rt for overnight, to the reaction was added CaCl2 (300 mg) and stirring was continued for another 5 hours. The reaction was quenched with acetic acid (2 mL), concentrated, diluted with ethyl acetate, washed with 0.5 N HCl (3×15 mL), 10% NaHCO3 (3×15 mL), bri... Reactants: C(C)(C)(C)OC(=O)N1CCN(CC1)C(=O)C1=C(N(C2=CC=C(C=C12)OC)C1=CC=CC=C1)CC1=C(C(=CC=C1)F)C (4-[2-(3-Fluoro-2-methyl-benzyl)-5-methoxy-1-phenyl-1H-indole-3-carbonyl]-piperazine-1-carboxylic acid tert-butyl ester), C(=O)(C(F)(F)F)O (TFA). The solvent is C(Cl)Cl (DCM). Conditions: time 2 hour. Product: FC=1C(=C(CC=2N(C3=CC=C(C=C3C2C(=O)N2CCNCC2)OC)C2=CC=CC=C2)C=CC1)C ([2-(3-Fluoro-2-methyl-benzyl)-5-methoxy-1-phenyl-1H-indol-3-yl]-piperazin-1-yl-methanone), FC(C(=O)O)(F)F.FC=1C(=C(CC=2N(C3=CC=C(C=C3C2C(=O)N2CCNCC2)OC)C2=CC=CC=C2)C=CC1)C ([2-(3-fluoro-2-methyl-benzyl)-5-methoxy-1-phenyl-1H-indol-3-yl]-piperazin-1-yl-methanone trifluoroacetic acid salt). As a reaction SMILES: C(OC([N:8]1[CH2:13][CH2:12][N:11]([C:14]([C:16]2[C:24]3[C:19](=[CH:20][CH:21]=[C:22]([O:25][CH3:26])[CH:23]=3)[N:18]([C:27]3[CH:32]=[CH:31][CH:30]=[CH:29][CH:28]=3)[C:17]=2[CH2:33][C:34]2[CH:39]=[CH:38][CH:37]=[C:36]([F:40])[C:35]=2[CH3:41])=[O:15])[CH2:10][CH2:9]1)=O)(C)(C)C.[C:42]([OH:48])([C:44]([F:47])([F:46])[F:45])=[O:43]>C(Cl)Cl>[F:40][C:36]1[C:35]([CH3:41])=[C:34]([CH:39]=[CH:38][CH:37]=1)[CH2:33][C:17]1[N:18]([C:27]2[CH:28]=[CH:29][CH:30]=[CH:31][CH:32]=2)[C:19]2[C:24]([C:16]=1[C:14]([N:11]1[CH2:10][CH2:9][NH:8][CH2:13][CH2:12]1)=[O:15])=[CH:23][C:22]([O:25][CH3:26])=[CH:21][CH:20]=2.[F:45][C:44]([F:47])([F:46])[C:42]([OH:48])=[O:43].[F:40][C:36]1[C:35]([CH3:41])=[C:34]([CH:39]=[CH:38][CH:37]=1)[CH2:33][C:17]1[N:18]([C:27]2[CH:28]=[CH:29][CH:30]=[CH:31][CH:32]=2)[C:19]2[C:24]([C:16]=1[C:14]([N:11]1[CH2:10][CH2:9][NH:8][CH2:13][CH2:12]1)=[O:15])=[CH:23][C:22]([O:25][CH3:26])=[CH:21][CH:20]=2 |f:4.5|. Procedure: To a solution of the compound of step 6 (72.0 mg, 129 μmol) in DCM (8 ml) was added TFA (2 ml), and the reaction mixture was stirred at room temperature for 2 h. The solvents were evaporated. The solid was dissolved in MOH and water and lyophilized to give the title compound in the form of the [2-(3-fluoro-2-methyl-benzyl)-5-methoxy-1-phenyl-1H-indol-3-yl]-piperazin-1-yl-methanone trifluoroacetic acid salt as a white solid. Yield: 70.0 mg. The yield is 34.8%. Conditions: temperature 80 celsius, time 3 hour. RXN SMILES: [F:1][C:2]([F:11])([F:10])[C:3]1[CH:4]=[C:5]([CH:7]=[CH:8][CH:9]=1)[NH2:6].[CH2:12](Br)[C:13]#[CH:14]>>[CH2:14]([NH:6][C:5]1[CH:7]=[CH:8][CH:9]=[C:3]([C:2]([F:10])([F:11])[F:1])[CH:4]=1)[C:13]#[CH:12]. Product: C(C#C)NC1=CC(=CC=C1)C(F)(F)F (N-propargyl-3-trifluoromethylaniline). Procedure: A mixture of 3-trifluoromethylaniline (30 g) and propargyl bromide (12 g) was stirred at 80° C. for 3 hours, followed by filtration of the reaction mixture. The filtrate was subjected to column chromatography to give N-propargyl-3-trifluoromethylaniline (7 g). A solution of N-propargyl-3-trifluoromethylaniline thus obtained (5.1 g) and ethoxycarbonyl isothiocyalate (3.7 g) in tetrahydrofuran (100 ml) was stirred at room temperature for 8 hours, and the solvent was removed under reduced pressure.... Reactants: FC(C=1C=C(N)C=CC1)(F)F (3-trifluoromethylaniline), C(C#C)Br (propargyl bromide). Starting materials: C(C1=CC=CC=C1)OC(=O)N1[C@@H](CCC1)C(NC1=CC(=CC=C1)Br)=O ((S)-2-(3-Bromo-phenylcarbamoyl)-pyrrolidine-1-carboxylic acid benzyl ester), 6-4-(4,4,5,5-Tetramethyl-[1,3,2]dioxaborolan-2-yl)-phenylamine, Pd[P(Ph)3]4, C(=O)(O)[O-].[Na+] (NaHCO3), CN(C)C=O (DMF). Solvent: CO (methanol). Conditions: temperature 70 celsius. The product is C(C1=CC=CC=C1)OC(=O)N1[C@@H](CCC1)C(NC=1C=C(C=CC1)C1=CC=C(C=C1)N)=O ((S)-2-(4′-Amino-biphenyl-3-ylcarbamoyl)-pyrrolidine-1-carboxylic acid benzyl ester). RXN SMILES: [CH2:1]([O:8][C:9]([N:11]1[CH2:15][CH2:14][CH2:13][C@H:12]1[C:16](=[O:25])[NH:17][C:18]1[CH:23]=[CH:22][CH:21]=[C:20](Br)[CH:19]=1)=[O:10])[C:2]1[CH:7]=[CH:6][CH:5]=[CH:4][CH:3]=1.C([O-])(O)=O.[Na+].C[N:32]([CH:34]=O)C>CO>[CH2:1]([O:8][C:9]([N:11]1[CH2:15][CH2:14][CH2:13][C@H:12]1[C:16](=[O:25])[NH:17][C:18]1[CH:19]=[C:20]([C:2]2[CH:7]=[CH:6][C:34]([NH2:32])=[CH:4][CH:3]=2)[CH:21]=[CH:22][CH:23]=1)=[O:10])[C:2]1[CH:7]=[CH:6][CH:5]=[CH:4][CH:3]=1 |f:1.2|. Procedure details: A solution of (S)-2-(3-Bromo-phenylcarbamoyl)-pyrrolidine-1-carboxylic acid benzyl ester (201 mg, 0.5 mmol), 6-4-(4,4,5,5-Tetramethyl-[1,3,2]dioxaborolan-2-yl)-phenylamine (1 eq., 108 mg), Pd[P(Ph)3]4 (5 mol %, 20 mg), in methanol (6 mL), NaHCO3 (sat. aq., 900 uL) and DMF (1.5 mL) was degassed and heated to 70° C. overnight in a sealed vial. The reaction was cooled, filtered and the solvents removed. The resulting mixture was redissolved in 5 ml of 90% DMF, 10% water with 0.1% TFA and purified b... Reactants: CC(=O)O, CCCC(C(CCCc1ccccc1)C(=O)NC(CCCCNC(=O)OCc1ccccc1)C(=O)Nc1nncs1)N(C=O)OC1CCCCO1, O. Product: CCCC(C(CCCc1ccccc1)C(=O)NC(CCCCNC(=O)OCc1ccccc1)C(=O)Nc1nncs1)N(O)C=O. RXN SMILES: [C:53]([OH:54])(=[O:55])[CH3:56].[CH2:1]([c:2]1[cH:3][cH:4][cH:5][cH:6][cH:7]1)[O:8][C:9](=[O:10])[NH:11][CH2:12][CH2:13][CH2:14][CH2:15][CH:16]([C:17]([NH:18][c:19]1[s:20][cH:21][n:22][n:23]1)=[O:24])[NH:25][C:26]([CH:27]([CH:28]([CH2:29][CH2:30][CH3:31])[N:32]([O:33][CH:34]1[CH2:35][CH2:36][CH2:37][CH2:38][O:39]1)[CH:40]=[O:41])[CH2:42][CH2:43][CH2:44][c:45]1[cH:46][cH:47][cH:48][cH:49][cH:50]1)=[O:51].[OH2:52]>>[CH2:1]([c:2]1[cH:3][cH:4][cH:5][cH:6][cH:7]1)[O:8][C:9](=[O:10])[NH:11][CH2:12][CH2:13][CH2:14][CH2:15][CH:16]([C:17]([NH:18][c:19]1[s:20][cH:21][n:22][n:23]1)=[O:24])[NH:25][C:26]([CH:27]([CH:28]([CH2:29][CH2:30][CH3:31])[N:32]([OH:33])[CH:40]=[O:41])[CH2:42][CH2:43][CH2:44][c:45]1[cH:46][cH:47][cH:48][cH:49][cH:50]1)=[O:51]. Starting materials: COC(=O)C=1N=C(SC1)N (2-aminothiazole-4-carboxylic acid methyl ester), C1(=CC=CC=C1)P(C1=CC=CC=C1)C1=CC=CC=C1 (triphenylphosphine), C1(CCCC1)C[C@@H](C(=O)O)C1=CC(=C(C=C1)Cl)Cl (3-cyclopentyl-2(R)-(3,4-dichloro-phenyl)-propionic acid), BrN1C(CCC1=O)=O (N-bromosuccinimide). Run in C(Cl)Cl (methylene chloride). Reaction conditions: temperature 0 celsius, time 20 minute. The product is COC(=O)C=1N=C(SC1)NC([C@H](CC1CCCC1)C1=CC(=C(C=C1)Cl)Cl)=O ((2R)-2-[3-cyclopentyl-2-(3,4-dichloro-phenyl)-propionylamino]-thiazole-4-carboxylic acid methyl ester). Reaction SMILES: C1(P(C2C=CC=CC=2)C2C=CC=CC=2)C=CC=CC=1.BrN1C(=O)CCC1=O.[CH:28]1([CH2:33][C@H:34]([C:38]2[CH:43]=[CH:42][C:41]([Cl:44])=[C:40]([Cl:45])[CH:39]=2)[C:35]([OH:37])=O)[CH2:32][CH2:31][CH2:30][CH2:29]1.[CH3:46][O:47][C:48]([C:50]1[N:51]=[C:52]([NH2:55])[S:53][CH:54]=1)=[O:49]>C(Cl)Cl>[CH3:46][O:47][C:48]([C:50]1[N:51]=[C:52]([NH:55][C:35](=[O:37])[C@@H:34]([C:38]2[CH:43]=[CH:42][C:41]([Cl:44])=[C:40]([Cl:45])[CH:39]=2)[CH2:33][CH:28]2[CH2:29][CH2:30][CH2:31][CH2:32]2)[S:53][CH:54]=1)=[O:49]. Reported procedure: A solution triphenylphosphine (164 mg, 0.63 mmol) in methylene chloride (3 mL) was cooled to 0° C. and then treated with N-bromosuccinimide (112 mg, 0.63 mmol) in small portions. The resulting orange reaction mixture was stirred at 0° C. for 20 min and then treated with 3-cyclopentyl-2(R)-(3,4-dichloro-phenyl)-propionic acid (prepared as in a Example 54A, 150 mg, 0.52 mmol). The reaction mixture was stirred at 0° C. for an additional 15 min and then allowed to warm to 25° C. The reaction mixture... The reactants are COc1ccc([N+](=O)[O-])cc1C(=O)NCc1ccc(C(F)(F)F)cc1, CCOC(C)=O. Product: COc1ccc(N)cc1C(=O)NCc1ccc(C(F)(F)F)cc1. Reaction SMILES: [CH3:1][O:2][c:3]1[c:4]([C:5](=[O:6])[NH:7][CH2:8][c:9]2[cH:10][cH:11][c:12]([C:15]([F:16])([F:17])[F:18])[cH:13][cH:14]2)[cH:19][c:20]([N+:23]([O-:24])=[O:25])[cH:21][cH:22]1.[CH3:26][CH2:27][O:28][C:29](=[O:30])[CH3:31]>>[CH3:1][O:2][c:3]1[c:4]([C:5](=[O:6])[NH:7][CH2:8][c:9]2[cH:10][cH:11][c:12]([C:15]([F:16])([F:17])[F:18])[cH:13][cH:14]2)[cH:19][c:20]([NH2:23])[cH:21][cH:22]1. The reactants are C1CCOC1, COC(=O)c1cccc(CBr)c1, [K+], [K+], O=C([O-])[O-], O, c1ccc(P(c2ccccc2)(c2ccccc2)[Pd](P(c2ccccc2)(c2ccccc2)c2ccccc2)(P(c2ccccc2)(c2ccccc2)c2ccccc2)P(c2ccccc2)(c2ccccc2)c2ccccc2)cc1, OB(O)c1ccc2[nH]ccc2c1. RXN SMILES: [CH2:25]1[O:26][CH2:27][CH2:28][CH2:29]1.[CH3:13][O:14][C:15]([c:16]1[cH:17][c:18]([CH2:22][Br:23])[cH:19][cH:20][cH:21]1)=[O:24].[K+:30].[K+:31].[O-:32][C:33]([O-:34])=[O:35].[OH2:113].[cH:36]1[cH:37][cH:38][c:39]([P:40]([Pd:41]([P:42]([c:43]2[cH:44][cH:45][cH:46][cH:47][cH:48]2)([c:49]2[cH:50][cH:51][cH:52][cH:53][cH:54]2)[c:55]2[cH:56][cH:57][cH:58][cH:59][cH:60]2)([P:61]([c:62]2[cH:63][cH:64][cH:65][cH:66][cH:67]2)([c:68]2[cH:69][cH:70][cH:71][cH:72][cH:73]2)[c:74]2[cH:75][cH:76][cH:77][cH:78][cH:79]2)[P:80]([c:81]2[cH:82][cH:83][cH:84][cH:85][cH:86]2)([c:87]2[cH:88][cH:89][cH:90][cH:91][cH:92]2)[c:93]2[cH:94][cH:95][cH:96][cH:97][cH:98]2)([c:99]2[cH:100][cH:101][cH:102][cH:103][cH:104]2)[c:105]2[cH:106][cH:107][cH:108][cH:109][cH:110]2)[cH:111][cH:112]1.[nH:1]1[cH:2][cH:3][c:4]2[cH:5][c:6]([B:10]([OH:11])[OH:12])[cH:7][cH:8][c:9]12>>[nH:1]1[cH:2][cH:3][c:4]2[cH:5][c:6]([CH2:22][c:18]3[cH:17][c:16]([C:15]([O:14][CH3:13])=[O:24])[cH:21][cH:20][cH:19]3)[cH:7][cH:8][c:9]12. Product: COC(=O)c1cccc(Cc2ccc3[nH]ccc3c2)c1.